describe an organic reaction: reactants, conditions, products, and yield From a dataset of the Open Reaction Database (ORD), a public repository of structured organic reaction records. Starting materials: COC=1C=C(C=C(C1OC)OC)C(C)=O (3',4',5'-trimethoxyacetophenone), ClC1=CC=C2C(=CNC2=C1)C=O (6-chloroindole-3-carboxaldehyde). Product: ClC1=CC=C2C(=CNC2=C1)/C=C/C(=O)C1=CC(=C(C(=C1)OC)OC)OC ((E)-3-(6-Chloroindol-3-yl)-1-(3,4,5-trimethoxyphenyl)-2-propen-1-one). Isolated yield 69.2%. Reaction SMILES: [CH3:1][O:2][C:3]1[CH:4]=[C:5]([C:13](=[O:15])[CH3:14])[CH:6]=[C:7]([O:11][CH3:12])[C:8]=1[O:9][CH3:10].[Cl:16][C:17]1[CH:25]=[C:24]2[C:20]([C:21]([CH:26]=O)=[CH:22][NH:23]2)=[CH:19][CH:18]=1>>[Cl:16][C:17]1[CH:25]=[C:24]2[C:20]([C:21](/[CH:26]=[CH:14]/[C:13]([C:5]3[CH:6]=[C:7]([O:11][CH3:12])[C:8]([O:9][CH3:10])=[C:3]([O:2][CH3:1])[CH:4]=3)=[O:15])=[CH:22][NH:23]2)=[CH:19][CH:18]=1. Reported procedure: Substantially the same procedure as in Example 1 was repeated using 3',4',5'-trimethoxyacetophenone (2.1 g) and 6-chloroindole-3-carboxaldehyde (1.8 g) except that the obtained product was recrystallized from ethyl acetate, to give Compound 42 (2.57 g). Isolated yield 1.1%. Product: COC=1C=C(\C=C/2\C(N(C(CC2)C2=CC=CC=C2)C)=O)C=CC1N1C=NC(=C1)C ((E)-3-[3-methoxy-4-(4-methyl-1H-imidazol-1-yl)benzylidene]-1-methyl-6-phenylpiperidin-2-one). Reaction SMILES: C[Si]([N-][Si](C)(C)C)(C)C.[Li+].[CH3:11][N:12]1[CH:17]([C:18]2[CH:23]=[CH:22][CH:21]=[CH:20][CH:19]=2)[CH2:16][CH2:15][CH2:14][C:13]1=[O:24].[CH3:25][O:26][C:27]1[CH:28]=[C:29]([CH:32]=[CH:33][C:34]=1[N:35]1[CH:39]=[C:38]([CH3:40])[N:37]=[CH:36]1)[CH:30]=O.[Cl-].[NH4+]>C1COCC1.C(OCC)(=O)C>[CH3:25][O:26][C:27]1[CH:28]=[C:29]([CH:32]=[CH:33][C:34]=1[N:35]1[CH:39]=[C:38]([CH3:40])[N:37]=[CH:36]1)/[CH:30]=[C:14]1/[C:13](=[O:24])[N:12]([CH3:11])[CH:17]([C:18]2[CH:23]=[CH:22][CH:21]=[CH:20][CH:19]=2)[CH2:16][CH2:15]/1 |f:0.1,4.5|. Reactants: [Cl-].[NH4+] (ammonium chloride), C[Si](C)(C)[N-][Si](C)(C)C.[Li+] (Lithium bis(trimethylsilyl)amide), CN1C(CCCC1C1=CC=CC=C1)=O (1-methyl-6-phenylpiperidin-2-one), COC=1C=C(C=O)C=CC1N1C=NC(=C1)C (3-methoxy-4-(4-methyl-1H-imidazol-1-yl)benzaldehyde). Run at time 3 day. Procedure: Lithium bis(trimethylsilyl)amide (1.0 M solution in THF, 1.59 mL) was added dropwise to a solution of 1-methyl-6-phenylpiperidin-2-one (200 mg) synthesized in accordance with a technique described in a document (see N. P. Baens et al., “Tetrahedron”, 1993, vol. 49, pp. 3193-3202, for example) in THF (5 mL) at −78° C., and the reaction solution was stirred at room temperature for 30 minutes. This solution was added dropwise to a solution of 3-methoxy-4-(4-methyl-1H-imidazol-1-yl)benzaldehyde (248... The solvent is C(C)(=O)OCC (ethyl acetate), C1CCOC1 (THF), C1CCOC1 (THF). Procedure: FIG. 13 shows the reaction pathway. This reaction should be carried out in a fume hood. In a 500 mL round-bottomed flask with a 24/40 ground-glass joint attached to an efficient reflux condenser and under a nitrogen atmosphere, a magnetically stirred slurry consisting of 8.10 g (0.050 mol) of 1,4,5,6-tetrahydro-5,6-dioxo-2,3-pyrazinedicarbonitrile, 4.0 mL of dimethylformamide 306 and 160 mL of thionyl chloride 1301 was heated. Gas evolution began at ca. 62° [SO2 & HCl gasses evolved]. After abou... RXN SMILES: O=[C:2]1[C:7](=O)[NH:6][C:5]([C:9]#[N:10])=[C:4]([C:11]#[N:12])[NH:3]1.S(Cl)([Cl:15])=O.[ClH:17]>CN(C)C=O>[Cl:17][C:2]1[C:7]([Cl:15])=[N:6][C:5]([C:9]#[N:10])=[C:4]([C:11]#[N:12])[N:3]=1. The solvent is CN(C=O)C (dimethylformamide). Yields the product ClC1=NC(=C(N=C1Cl)C#N)C#N (2,3-Dichloro-5,6-dicyanopyrazine). Conditions: time 3.5 hour. Yield: 70.0%. The reactants are O=C1NC(=C(NC1=O)C#N)C#N (1,4,5,6-tetrahydro-5,6-dioxo-2,3-pyrazinedicarbonitrile), S(=O)(Cl)Cl (thionyl chloride), Cl (HCl).